Task: describe an organic reaction: reactants, conditions, products, and yield. Dataset: the Open Reaction Database (ORD), a public repository of structured organic reaction records Starting materials: ClC=1OC(=CN1)C=1N(C2=CC=C(C=C2C1)F)C(=O)OC(C)(C)C (tert-butyl 2-(2-chlorooxazol-5-yl)-5-fluoro-1H-indole-1-carboxylate), NC=1C=C(C=CC1)O (3-aminophenol). The solvent is CC(C)O (2-propanol). Conditions: temperature 80 celsius. Product: FC=1C=C2C=C(N(C2=CC1)C(=O)OC(C)(C)C)C1=CN=C(O1)NC1=CC(=CC=C1)O (tert-butyl 5-fluoro-2-(2-((3-hydroxyphenyl)amino)oxazol-5-yl)-1H-indole-1-carboxylate). Isolated yield 40.0%. Reaction SMILES: Cl[C:2]1[O:3][C:4]([C:7]2[N:8]([C:17]([O:19][C:20]([CH3:23])([CH3:22])[CH3:21])=[O:18])[C:9]3[C:14]([CH:15]=2)=[CH:13][C:12]([F:16])=[CH:11][CH:10]=3)=[CH:5][N:6]=1.[NH2:24][C:25]1[CH:26]=[C:27]([OH:31])[CH:28]=[CH:29][CH:30]=1>CC(O)C>[F:16][C:12]1[CH:13]=[C:14]2[C:9](=[CH:10][CH:11]=1)[N:8]([C:17]([O:19][C:20]([CH3:23])([CH3:22])[CH3:21])=[O:18])[C:7]([C:4]1[O:3][C:2]([NH:24][C:25]3[CH:30]=[CH:29][CH:28]=[C:27]([OH:31])[CH:26]=3)=[N:6][CH:5]=1)=[CH:15]2. Procedure details: A mixture of tert-butyl 2-(2-chlorooxazol-5-yl)-5-fluoro-1H-indole-1-carboxylate 50 (0.308 g, 0.916 mmol) and commercially available 3-aminophenol 8 (0.10 g, 0.916 mmol) in 2-propanol (20 mL) was heated to 80° C. for 18 h with stirring. Upon cooling, solvent was evaporated and silica column purified (Biotage) (Acetone/hexane as an eluent) to provide tert-butyl 5-fluoro-2-(2-((3-hydroxyphenyl)amino)oxazol-5-yl)-1H-indole-1-carboxylate 51 (0.15 g, 40% yield) as solid. MS (ES) m/z 410 (M+H+). Starting materials: O=C([O-])[O-], CCOC(C)=O, O=S(=O)(Cl)c1ccc(Cl)cc1, Cl, [K+], [K+], CCOC(=O)Cc1ccc2c(c1)CCC(N)C2, O. Product: CCOC(=O)Cc1ccc2c(c1)CCC(NS(=O)(=O)c1ccc(Cl)cc1)C2. As a reaction SMILES: [C:13](=[O:14])([O-:15])[O-:16].[CH3:37][CH2:38][O:39][C:40](=[O:41])[CH3:42].[Cl:1][c:2]1[cH:3][cH:4][c:5]([S:8](=[O:9])(=[O:10])[Cl:11])[cH:6][cH:7]1.[ClH:19].[K+:17].[K+:18].[NH2:20][CH:21]1[CH2:22][c:23]2[cH:24][cH:25][c:26]([CH2:31][C:32](=[O:33])[O:34][CH2:35][CH3:36])[cH:27][c:28]2[CH2:29][CH2:30]1.[OH2:12]>>[Cl:1][c:2]1[cH:3][cH:4][c:5]([S:8](=[O:9])(=[O:10])[NH:20][CH:21]2[CH2:22][c:23]3[cH:24][cH:25][c:26]([CH2:31][C:32](=[O:33])[O:34][CH2:35][CH3:36])[cH:27][c:28]3[CH2:29][CH2:30]2)[cH:6][cH:7]1. The reactants are CC(C)COC(C)ONC(=O)c1cc2ccc(CO)cc2s1, ClCCl, O=[Mn]=O. The product is CC(C)COC(C)ONC(=O)c1cc2ccc(C=O)cc2s1. RXN SMILES: [CH2:1]([CH:2]([CH3:3])[CH3:4])[O:5][CH:6]([CH3:7])[O:8][NH:9][C:10](=[O:11])[c:12]1[cH:13][c:14]2[c:15]([s:16]1)[cH:17][c:18]([CH2:21][OH:22])[cH:19][cH:20]2.[Cl:23][CH2:24][Cl:25].[O:26]=[Mn:27]=[O:28]>>[CH2:1]([CH:2]([CH3:3])[CH3:4])[O:5][CH:6]([CH3:7])[O:8][NH:9][C:10](=[O:11])[c:12]1[cH:13][c:14]2[c:15]([s:16]1)[cH:17][c:18]([CH:21]=[O:22])[cH:19][cH:20]2. The reactants are C1(=CC=CC=C1)C1=NC=C(C=N1)C=1N=C(NC1)C1CCN(CC1)C(=O)OC(C)(C)C (tert-butyl 4-(4-(2-phenylpyrimidin-5-yl)-1H-imidazol-2-yl)piperidine-1-carboxylate), FC(C(=O)O)(F)F (trifluoroacetic acid). Solvent: C1(=CC=CC=C1)C (toluene). Yields the product C1(=CC=CC=C1)C1=NC=C(C=N1)C1=CN=C(N1)C1CCNCC1 (2-phenyl-5-(2-(piperidin-4-yl)-1H-imidazol-5-yl)pyrimidine). Yield: 20.7%. Reaction SMILES: [C:1]1([C:7]2[N:12]=[CH:11][C:10]([C:13]3[N:14]=[C:15]([CH:18]4[CH2:23][CH2:22][N:21](C(OC(C)(C)C)=O)[CH2:20][CH2:19]4)[NH:16][CH:17]=3)=[CH:9][N:8]=2)[CH:6]=[CH:5][CH:4]=[CH:3][CH:2]=1.FC(F)(F)C(O)=O>C1(C)C=CC=CC=1>[C:1]1([C:7]2[N:12]=[CH:11][C:10]([C:13]3[NH:14][C:15]([CH:18]4[CH2:23][CH2:22][NH:21][CH2:20][CH2:19]4)=[N:16][CH:17]=3)=[CH:9][N:8]=2)[CH:2]=[CH:3][CH:4]=[CH:5][CH:6]=1. Procedure details: Solid tert-butyl 4-(4-(2-phenylpyrimidin-5-yl)-1H-imidazol-2-yl)piperidine-1-carboxylate (Example 17, 122 mg, 0.30 mmol) was treated with trifluoroacetic acid 2.0 mL) at room temperature for 15 minutes. Three times the reaction mixture was diluted with toluene and concentrated under reduced pressure to provide a dark semi-solid. The crude material was chromatographed on silica (12 g) eluted with 1:5:85 v/v acetic acid-methanol-dichloromethane. Some clean fractions were collected, concentrated, a... Reactants: COCC=1N(C=CC1C(=O)OCC)COCC[Si](C)(C)C (ethyl 2-methoxymethyl-1-(2-trimethylsilylethoxymethyl)-1H-pyrrol-3-carboxylate), BrC1=CC(=C(N1COCC[Si](C)(C)C)COC)C(=O)OCC (ethyl 5-bromo-2-methoxymethyl-1-(2-trimethylsilylethoxymethyl)-1H-pyrrol-3-carboxylate). The solvent is C1(=CC=CC=C1)C (toluene). Run at time 30 minute. Yields the product C(=O)C=1N(C=CC1C(=O)OCC)COCC[Si](C)(C)C (Ethyl 2-formyl-1-(2-trimethylsilylethoxymethyl)-1H-pyrrol-3-carboxylate). Yield: 94.6%. As a reaction SMILES: C[O:2][CH2:3][C:4]1[N:5]([CH2:14][O:15][CH2:16][CH2:17][Si:18]([CH3:21])([CH3:20])[CH3:19])[CH:6]=[CH:7][C:8]=1[C:9]([O:11][CH2:12][CH3:13])=[O:10].BrC1N(COCC[Si](C)(C)C)C(COC)=C(C(OCC)=O)C=1>C1(C)C=CC=CC=1>[CH:3]([C:4]1[N:5]([CH2:14][O:15][CH2:16][CH2:17][Si:18]([CH3:19])([CH3:21])[CH3:20])[CH:6]=[CH:7][C:8]=1[C:9]([O:11][CH2:12][CH3:13])=[O:10])=[O:2]. Procedure: Reaction was carried out in the same manner as in Reference example 15-(f) except for using 42.1 g (0.134 mol) of ethyl 2-methoxymethyl-1-(2-trimethylsilylethoxymethyl)-1H-pyrrol-3-carboxylate obtained in Reference example 15-(d) in place of ethyl 5-bromo-2-methoxymethyl-1-(2-trimethylsilylethoxymethyl)-1H-pyrrol-3-carboxylate. After completion of the reaction, 45 g of Celite and 200 ml of toluene were added to the reaction suspension, the mixture was stirred at room temperature for 30 minutes, ... Reactants: CS(=O)(=O)OCCCCCCCCCC (decyl methylsulfonate), C([O-])([O-])=O.[K+].[K+] (potassium carbonate), C(C)OC(=O)N1CCNCC1 (1-ethoxycarbonylpiperazine), C(C)O (ethanol). Solvent: O (water), C(C)OCC (ethyl ether). The product is C(C)OC(=O)N1CCN(CC1)CCCCCCCCCC (1-ethoxycarbonyl-4-decylpiperazine). Reaction SMILES: CS(O[CH2:6][CH2:7][CH2:8][CH2:9][CH2:10][CH2:11][CH2:12][CH2:13][CH2:14][CH3:15])(=O)=O.[CH2:16]([O:18][C:19]([N:21]1[CH2:26][CH2:25][NH:24][CH2:23][CH2:22]1)=[O:20])[CH3:17].C(O)C.C(=O)([O-])[O-].[K+].[K+]>O.C(OCC)C>[CH2:16]([O:18][C:19]([N:21]1[CH2:22][CH2:23][N:24]([CH2:6][CH2:7][CH2:8][CH2:9][CH2:10][CH2:11][CH2:12][CH2:13][CH2:14][CH3:15])[CH2:25][CH2:26]1)=[O:20])[CH3:17] |f:3.4.5|. Reported procedure: 77.3 Grams of decyl methylsulfonate, 44.64 grams of 1-ethoxycarbonylpiperazine, 500 ml. of ethanol, and 39 grams of potassium carbonate are combined and refluxed for approximately 44 hours under a nitrogen atmosphere. After cooling to room temperature the residue is dissolved in a mixture of water and ethyl ether. The organic layer is separated, washed three times with portions of water and dried over anhydrous sodium sulfate. The solvents are removed under reduced pressure to give 1-ethoxycarbo... The reactants are BrC=1C(N(C=C(N1)Br)C)=O (3,5-dibromo-1-methylpyrazin-2(1H)-one), C(C)(C)(C)OC(=O)N1CC2=CC=C(C=C2CC1)NC1=NC(=CN(C1=O)C)C1=C(C(=CC(=C1)F)N1C(C=2N(C=3CCCCC3C2)CC1)=O)COC(C)=O (tert-Butyl-6-(6-(2-(acetoxymethyl)-5-fluoro-3-(1-oxo-3,4,6,7,8,9-hexahydropyrazino[1,2-a]indol-2(1H)-yl)phenyl)-4-methyl-3-oxo-3,4-dihydropyrazin-2-ylamino)-3,4-dihydroisoquinoline-2(1H)-carboxylate), NC=1C=C2CN(CC2=CC1)C(=O)OC(C)(C)C (tert-Butyl 5-Aminoisoindoline-2-carboxylate). Product: BrC1=CN(C(C(=N1)NC=1C=C2CN(CC2=CC1)C(=O)OC(C)(C)C)=O)C (tert-Butyl 5-(6-Bromo-4-methyl-3-oxo-3,4-dihydropyrazin-2-ylamino)isoindoline-2-carboxylate), solid. The yield is 68.0%. RXN SMILES: [C:1]([O:5][C:6]([N:8]1[CH2:17]C[C:15]2[C:10](=[CH:11][CH:12]=[C:13]([NH:18][C:19]3[C:24](=[O:25])[N:23]([CH3:26])[CH:22]=[C:21](C4C=C(F)C=C(N5CCN6C7CCCCC=7C=C6C5=O)C=4COC(=O)C)[N:20]=3)[CH:14]=2)[CH2:9]1)=[O:7])([CH3:4])([CH3:3])[CH3:2].NC1C=C2C(=CC=1)CN(C(OC(C)(C)C)=O)C2.[Br:70]C1C(=O)N(C)C=C(Br)N=1>>[Br:70][C:21]1[N:20]=[C:19]([NH:18][C:13]2[CH:12]=[C:11]3[C:10](=[CH:15][CH:14]=2)[CH2:9][N:8]([C:6]([O:5][C:1]([CH3:4])([CH3:3])[CH3:2])=[O:7])[CH2:17]3)[C:24](=[O:25])[N:23]([CH3:26])[CH:22]=1. Procedure: Following the procedures as described for 129a and starting with 600 mg of tert-butyl 5-aminoisoindoline-2-carboxylate (231c) and 685 mg of 3,5-dibromo-1-methylpyrazin-2(1H)-one, 231d was obtained as a yellow solid (732 mg, 68%). MS: [M+H]+ 421. The reactants are C(C)(C)(C)OC(=O)N1CCC(CC1)OS(=O)(=O)C (4-methanesulfonyloxy-piperidine-1-carboxylic acid tert-butyl ester), O (water), CC(C)(C)OC (TBME), C(C)(=S)[O-].[K+] (potassium thioacetate). Solvent: CN(C)C=O (DMF). Conditions: temperature 65 celsius, time 8 hour. The product is C(C)(C)(C)OC(=O)N1CCC(CC1)SC(C)=O (4-Acetylsulfanyl-piperidine-1-carboxylic acid tert-butyl ester). Reaction SMILES: [C:1]([O:5][C:6]([N:8]1[CH2:13][CH2:12][CH:11](OS(C)(=O)=O)[CH2:10][CH2:9]1)=[O:7])([CH3:4])([CH3:3])[CH3:2].[C:19]([O-:22])(=[S:21])[CH3:20].[K+].O.CC(OC)(C)C>CN(C=O)C>[C:1]([O:5][C:6]([N:8]1[CH2:9][CH2:10][CH:11]([S:21][C:19](=[O:22])[CH3:20])[CH2:12][CH2:13]1)=[O:7])([CH3:2])([CH3:3])[CH3:4] |f:1.2|. Procedure: Crude 4-methanesulfonyloxy-piperidine-1-carboxylic acid tert-butyl ester was dissolved in 200 ml DMF, and potassium thioacetate (18.5 g, 162 mmol) was added. The mixture was stirred overnight under a nitrogen atmosphere at about 65° C. The reaction mixture solidified overnight, and after it was cooled to room temperature, 250 ml water and 250 ml TBME was added, and the mixture was stirred for 10 minutes. The layers were separated, and the aqueous layer was extracted with 200 ml TBME. The combine... Yield: 70.6%. Procedure details: To a mixture of toluene (50 ml) and pyridine (4.2 g) cooled at 0° C., thionyl chloride (1.3 g) was added, and a solution of 1-methylcyclopropanecarboxylic acid (1.0 g) in toluene was dropwise added thereto while stirring. A solution of 3-methyl-4-difluoromethoxyaniline (1.75 g) in toluene was dropwise added thereto. After the dropwise addition was completed, stirring was continued at room temperature for 3 hours. The reaction mixture was admixed with 5% hydrochloric acid (20 ml). The organic sol... RXN SMILES: S(Cl)(Cl)=O.[CH3:5][C:6]1([C:9]([OH:11])=O)[CH2:8][CH2:7]1.[CH3:12][C:13]1[CH:14]=[C:15]([CH:17]=[CH:18][C:19]=1[O:20][CH:21]([F:23])[F:22])[NH2:16].Cl>C1(C)C=CC=CC=1.N1C=CC=CC=1>[CH3:12][C:13]1[CH:14]=[C:15]([NH:16][C:9]([C:6]2([CH3:5])[CH2:8][CH2:7]2)=[O:11])[CH:17]=[CH:18][C:19]=1[O:20][CH:21]([F:22])[F:23]. Run at temperature 0 celsius, time 3 hour. The product is CC=1C=C(C=CC1OC(F)F)NC(=O)C1(CC1)C (N-(3-methyl-4-difluoromethoxyphenyl)-1-methylcyclopropanecarboxamide). Starting materials: S(=O)(Cl)Cl (thionyl chloride), CC1(CC1)C(=O)O (1-methylcyclopropanecarboxylic acid), CC=1C=C(N)C=CC1OC(F)F (3-methyl-4-difluoromethoxyaniline), Cl (hydrochloric acid). Solvent: C1(=CC=CC=C1)C (toluene), N1=CC=CC=C1 (pyridine), C1(=CC=CC=C1)C (toluene), C1(=CC=CC=C1)C (toluene).